This data is from the Open Reaction Database (ORD), a public repository of structured organic reaction records. The task is: describe an organic reaction: reactants, conditions, products, and yield Reactants: CC(=O)N1CCN(c2ccc(OCCCOC3C=CCCC3)cc2)CC1, C, CCO, [Pd]. Yields the product CC(=O)N1CCN(c2ccc(OCCCOC3CCCCC3)cc2)CC1. As a reaction SMILES: [C:1]([CH3:2])(=[O:3])[N:4]1[CH2:5][CH2:6][N:7]([c:10]2[cH:11][cH:12][c:13]([O:16][CH2:17][CH2:18][CH2:19][O:20][CH:21]3[CH:22]=[CH:23][CH2:24][CH2:25][CH2:26]3)[cH:14][cH:15]2)[CH2:8][CH2:9]1.[C:30].[CH3:27][CH2:28][OH:29].[Pd:31]>>[C:1]([CH3:2])(=[O:3])[N:4]1[CH2:5][CH2:6][N:7]([c:10]2[cH:11][cH:12][c:13]([O:16][CH2:17][CH2:18][CH2:19][O:20][CH:21]3[CH2:22][CH2:23][CH2:24][CH2:25][CH2:26]3)[cH:14][cH:15]2)[CH2:8][CH2:9]1. Reactants: OCc1ccc(Br)cc1, N#Cc1c(F)cccc1F, [H-], [Na+], CN(C)C=O, O. Product: N#Cc1c(F)cccc1OCc1ccc(Br)cc1. Reaction SMILES: [Br:4][c:5]1[cH:6][cH:7][c:8]([CH2:9][OH:10])[cH:11][cH:12]1.[F:13][c:14]1[c:15]([C:16]#[N:17])[c:18]([F:22])[cH:19][cH:20][cH:21]1.[H-:2].[Na+:3].[O:23]=[CH:24][N:25]([CH3:26])[CH3:27].[OH2:1]>>[Br:4][c:5]1[cH:6][cH:7][c:8]([CH2:9][O:10][c:18]2[c:15]([C:16]#[N:17])[c:14]([F:13])[cH:21][cH:20][cH:19]2)[cH:11][cH:12]1. Reactants: Cl (hydrochloric acid), COC1=C(C(C(C1)O)=O)CCCCCCC(=O)O (2-methoxy-4-hydroxy-5-oxocyclopent-1-eneheptanoic acid), [H-].[Al+3].[Li+].[H-].[H-].[H-] (lithium aluminum hydride), [H-].[Na+] (sodium hydride). The solvent is C(Cl)(Cl)Cl (chloroform), O (Water), CN(P(=O)(N(C)C)N(C)C)C (hexamethyl phosphoramide). Reaction conditions: time 2 hour. Product: OC1C=C(C(C1)=O)CCCCCCC(=O)O (3-hydroxy-5-oxocyclopent-1-eneheptanoic acid). Reaction SMILES: C[O:2][C:3]1[CH2:7][CH:6]([OH:8])[C:5](=O)[C:4]=1[CH2:10][CH2:11][CH2:12][CH2:13][CH2:14][CH2:15][C:16]([OH:18])=[O:17].[H-].[Na+].[H-].[Al+3].[Li+].[H-].[H-].[H-].Cl>CN(C)P(N(C)C)(N(C)C)=O.C(Cl)(Cl)Cl.O>[OH:8][CH:6]1[CH2:7][C:3](=[O:2])[C:4]([CH2:10][CH2:11][CH2:12][CH2:13][CH2:14][CH2:15][C:16]([OH:18])=[O:17])=[CH:5]1 |f:1.2,3.4.5.6.7.8|. Procedure: A solution of 0.500 part of 2-methoxy-4-hydroxy-5-oxocyclopent-1-eneheptanoic acid dissolved in 25 parts by volume of hexamethyl phosphoramide is treated with 0.094 part of sodium hydride and stirred for 11/2 hours. Then 8.5 parts by volume of lithium aluminum hydride is added and the reaction mixture is stirred at room temperature for 1/2 hour and then heated at 70°-75° for 13/4 hours. The solution is acidified with hydrochloric acid and allowed to stand at room temperature for about 16 hours. ... The reactants are CCOC(C)=O, COc1ccc(C2Sc3cc(C)c(C)cc3NC(=O)C2O)cc1, CC(=O)Cl, ClC(Cl)Cl, c1ccncc1. Yields the product COc1ccc(C2Sc3cc(C)c(C)cc3NC(=O)C2OC(C)=O)cc1. Reaction SMILES: [C:32]([O:33][CH2:34][CH3:35])(=[O:36])[CH3:37].[CH3:1][O:2][c:3]1[cH:4][cH:5][c:6]([CH:9]2[S:10][c:11]3[c:12]([cH:18][c:19]([CH3:23])[c:20]([CH3:22])[cH:21]3)[NH:13][C:14](=[O:17])[CH:15]2[OH:16])[cH:7][cH:8]1.[CH3:24][C:25]([Cl:26])=[O:27].[CH:28]([Cl:29])([Cl:30])[Cl:31].[cH:38]1[cH:39][cH:40][n:41][cH:42][cH:43]1>>[CH3:1][O:2][c:3]1[cH:4][cH:5][c:6]([CH:9]2[S:10][c:11]3[c:12]([cH:18][c:19]([CH3:23])[c:20]([CH3:22])[cH:21]3)[NH:13][C:14](=[O:17])[CH:15]2[O:16][C:25]([CH3:24])=[O:27])[cH:7][cH:8]1. Starting materials: C[Si](C)(C)[N-][Si](C)(C)C, COCC#Cc1cc(Cl)c(N)c2c1OCO2, COc1cc2c(Cl)ncnc2cc1OCCCCl, [Na+], CN(C)C=O. Product: COCC#Cc1cc(Cl)c(Nc2ncnc3cc(OCCCCl)c(OC)cc23)c2c1OCO2. RXN SMILES: [CH3:35][Si:36]([N-:37][Si:38]([CH3:39])([CH3:40])[CH3:41])([CH3:42])[CH3:43].[Cl:19][c:20]1[c:21]([NH2:34])[c:22]2[c:23]([c:27]([C:29]#[C:30][CH2:31][O:32][CH3:33])[cH:28]1)[O:24][CH2:25][O:26]2.[Cl:1][c:2]1[n:3][cH:4][n:5][c:6]2[cH:7][c:8]([O:14][CH2:15][CH2:16][CH2:17][Cl:18])[c:9]([O:12][CH3:13])[cH:10][c:11]12.[Na+:44].[O:45]=[CH:46][N:47]([CH3:48])[CH3:49]>>[c:2]1([NH:34][c:21]2[c:20]([Cl:19])[cH:28][c:27]([C:29]#[C:30][CH2:31][O:32][CH3:33])[c:23]3[c:22]2[O:26][CH2:25][O:24]3)[n:3][cH:4][n:5][c:6]2[cH:7][c:8]([O:14][CH2:15][CH2:16][CH2:17][Cl:18])[c:9]([O:12][CH3:13])[cH:10][c:11]12. The reactants are C(C1=CC=CC=C1)N1C(CC(NC2=C1C=CC=C2)C)=O (1-benzyl-4-methyl-1,3,4,5-tetrahydro-1,5-benzodiazepin-2(2H)-one), C1(C=2C(C(N1CC(=O)Cl)=O)=CC=CC2)=O (phthalimidoacetyl chloride). Run in C(C)OCC (diethyl ether). Product: C(C1=CC=CC=C1)N1C(CC(N(C2=C1C=CC=C2)C(CN2C(C=1C(C2=O)=CC=CC1)=O)=O)C)=O (1-Benzyl-4-methyl-5-(phthalimidoacetyl)-1,3,4,5-tetrahydro-1,5-benzodiazepin-2(2H)-one). Isolated yield 61.0%. As a reaction SMILES: [CH2:1]([N:8]1[C:14]2[CH:15]=[CH:16][CH:17]=[CH:18][C:13]=2[NH:12][CH:11]([CH3:19])[CH2:10][C:9]1=[O:20])[C:2]1[CH:7]=[CH:6][CH:5]=[CH:4][CH:3]=1.[C:21]1(=[O:35])[N:25]([CH2:26][C:27](Cl)=[O:28])[C:24](=[O:30])[C:23]2=[CH:31][CH:32]=[CH:33][CH:34]=[C:22]12>C(OCC)C>[CH2:1]([N:8]1[C:14]2[CH:15]=[CH:16][CH:17]=[CH:18][C:13]=2[N:12]([C:27](=[O:28])[CH2:26][N:25]2[C:24](=[O:30])[C:23]3=[CH:31][CH:32]=[CH:33][CH:34]=[C:22]3[C:21]2=[O:35])[CH:11]([CH3:19])[CH2:10][C:9]1=[O:20])[C:2]1[CH:3]=[CH:4][CH:5]=[CH:6][CH:7]=1. Reported procedure: The titled compound was synthesized from 1-benzyl-4-methyl-1,3,4,5-tetrahydro-1,5-benzodiazepin-2(2H)-one and phthalimidoacetyl chloride in substantially the same manner as in Working Example 46. Yield 61%. m.p. 248°-250° C. (diethyl ether). The reactants are C(C1=CC=CC=C1)OC1=C(C=CC=C1F)Cl (2-(benzyloxy)-1-chloro-3-fluorobenzene), O1CCOCC1 (dioxane), [OH-].[K+] (KOH), 2-di-tertbutylphosphine 2,4,6-triisopropylbiphenyl. Reagents/catalysts: C=1C=CC(=CC1)/C=C/C(=O)/C=C/C2=CC=CC=C2.C=1C=CC(=CC1)/C=C/C(=O)/C=C/C2=CC=CC=C2.C=1C=CC(=CC1)/C=C/C(=O)/C=C/C2=CC=CC=C2.[Pd].[Pd] (Tris(dibenzylideneacetone)dipalladium). Run in O (water). Conditions: temperature 120 celsius. Yields the product C(C1=CC=CC=C1)OC1=C(C=CC=C1F)O (2-(BENZYLOXY)-3-FLUOROPHENOL). RXN SMILES: [CH2:1]([O:8][C:9]1[C:14]([F:15])=[CH:13][CH:12]=[CH:11][C:10]=1Cl)[C:2]1[CH:7]=[CH:6][CH:5]=[CH:4][CH:3]=1.[O:17]1CCOCC1.[OH-].[K+]>C1C=CC(/C=C/C(/C=C/C2C=CC=CC=2)=O)=CC=1.C1C=CC(/C=C/C(/C=C/C2C=CC=CC=2)=O)=CC=1.C1C=CC(/C=C/C(/C=C/C2C=CC=CC=2)=O)=CC=1.[Pd].[Pd].O>[CH2:1]([O:8][C:9]1[C:14]([F:15])=[CH:13][CH:12]=[CH:11][C:10]=1[OH:17])[C:2]1[CH:7]=[CH:6][CH:5]=[CH:4][CH:3]=1 |f:2.3,4.5.6.7.8|. Procedure details: A mixture of 2-(benzyloxy)-1-chloro-3-fluorobenzene (3 g, 12.71 mmol), dioxane (6 ml), KOH (0.78 g, 14 mmol), water (6 ml), Tris(dibenzylideneacetone)dipalladium (0.12 g, 0.13 mmol) and 2-di-tertbutylphosphine-2,4,6-triisopropylbiphenyl (0.22 g, 0.51 mmol) was flushed with N2 and heated under microwave radiation at 120° C. for 7 min. HCl (1 N) was added and the solution was extracted with EtOAc. The combined organic phases were dried (Na2SO4) and evaporated to dryness. Flash column chromatograph... The reactants are CN1C(CC[C@@]2(C3=C(CC[C@@H]12)C=C(C=C3)Br)C)=O ((+)-(4aR)-(10bR)-4-methyl-8-bromo-10b-methyl-1,2,3,4,4a,5,6,10b-octahydrobenzo[f]quinolin-3-one), tetrakis (triphenylphosphine)palladium(0), ClC=1C=C(C=CC1F)B(O)O (3-chloro-4-fluorophenylboronic acid), C([O-])([O-])=O.[Na+].[Na+] (sodium carbonate), C1(=CC=CC=C1)C (toluene). The solvent is CO (methanol), ClCCl (dichloromethane). The product is CN1C(CC[C@@]2(C3=C(CC[C@@H]12)C=C(C=C3)C3=CC(=C(C=C3)F)Cl)C)=O ((+)-(4aR)-(10bR)-4-methyl-8-(3-chloro-4-fluorophenyl)-10b-methyl-1,2,3,4,4a,5,6,10b-octahydrobenzo[f]quinolin-3 -one). Isolated yield 73.1%. As a reaction SMILES: [CH3:1][N:2]1[C@H:11]2[C@@:6]([CH3:17])([C:7]3[CH:15]=[CH:14][C:13](Br)=[CH:12][C:8]=3[CH2:9][CH2:10]2)[CH2:5][CH2:4][C:3]1=[O:18].[Cl:19][C:20]1[CH:21]=[C:22](B(O)O)[CH:23]=[CH:24][C:25]=1[F:26].C(=O)([O-])[O-].[Na+].[Na+].C1(C)C=CC=CC=1>ClCCl.CO>[CH3:1][N:2]1[C@H:11]2[C@@:6]([CH3:17])([C:7]3[CH:15]=[CH:14][C:13]([C:22]4[CH:23]=[CH:24][C:25]([F:26])=[C:20]([Cl:19])[CH:21]=4)=[CH:12][C:8]=3[CH2:9][CH2:10]2)[CH2:5][CH2:4][C:3]1=[O:18] |f:2.3.4|. Procedure: A 15 mL round bottom flask was charged with (+)-(4aR)-(10bR)-4-methyl-8-bromo-10b-methyl-1,2,3,4,4a,5,6,10b-octahydrobenzo[f]quinolin-3-one (200 mg, 0.65 mmol), tetrakis (triphenylphosphine)palladium(0) (23 mg, 0.02 mmol), 3-chloro-4-fluorophenylboronic acid (136 mg, 0.78 mmol), 0.65 mL of 2M sodium carbonate solution, 1.5 mL of toluene, and 1 mL of methanol, fitted with a reflux condenser, and the stirred mixture was heated at 80°, under nitrogen, for 24 h. The mixture was cooled, diluted with ... Starting materials: C(C1=CC=CC=C1)NCC1=CC=CC=C1 (Dibenzylamine), C(C)(C)(C)OC(=O)C1N(CC=CCC1C(=O)O)S(=O)(=O)C1=CC=C(C=C1)OC (1-(4-Methoxy-benzenesulfonyl)-2,3,4,7-tetrahydro-1H-azepine-2,3-dicarboxylic acid 2-tert-butyl ester), C1(=CC=CC=C1)P(=O)(C1=CC=CC=C1)N=[N+]=[N-] (Diphenyl phosphoryl azide), C(CC)N(CCC)CCC (Tripropylamine). Solvent: O1CCOCC1 (Dioxane). Run at temperature 75 celsius. The product is C(C)(C)(C)OC(=O)C1N(CC=CCC1NC(=O)N(CC1=CC=CC=C1)CC1=CC=CC=C1)S(=O)(=O)C1=CC=C(C=C1)OC (3-(3,3-Dibenzylureido)-1-(4-methoxy-benzenesulfonyl)-2,3,4,7-tetrahydro-1H-azepine-2-carboxylic acid tert-butyl ester). As a reaction SMILES: [C:1]([O:5][C:6]([CH:8]1[CH:14](C(O)=O)[CH2:13][CH:12]=[CH:11][CH2:10][N:9]1[S:18]([C:21]1[CH:26]=[CH:25][C:24]([O:27][CH3:28])=[CH:23][CH:22]=1)(=[O:20])=[O:19])=[O:7])([CH3:4])([CH3:3])[CH3:2].C([N:32]([CH2:36]CC)CCC)CC.C1(P(N=[N+]=[N-])(C2C=CC=CC=2)=[O:46])C=CC=CC=1.[CH2:56]([NH:63][CH2:64][C:65]1[CH:70]=[CH:69][CH:68]=[CH:67][CH:66]=1)[C:57]1[CH:62]=[CH:61][CH:60]=[CH:59][CH:58]=1>O1CCOCC1>[C:1]([O:5][C:6]([CH:8]1[CH:14]([NH:32][C:36]([N:63]([CH2:56][C:57]2[CH:62]=[CH:61][CH:60]=[CH:59][CH:58]=2)[CH2:64][C:65]2[CH:70]=[CH:69][CH:68]=[CH:67][CH:66]=2)=[O:46])[CH2:13][CH:12]=[CH:11][CH2:10][N:9]1[S:18]([C:21]1[CH:22]=[CH:23][C:24]([O:27][CH3:28])=[CH:25][CH:26]=1)(=[O:19])=[O:20])=[O:7])([CH3:4])([CH3:3])[CH3:2]. Procedure: The reaction is performed under an Argon blanket. 1-(4-Methoxy-benzenesulfonyl)-2,3,4,7-tetrahydro-1H-azepine-2,3-dicarboxylic acid 2-tert-butyl ester (204 mg, 0.5 mmol) is dissolved in 10 ml dry Dioxane. Tripropylamine (94 μl, 0.5 mmol) is added and then Diphenyl phosphoryl azide (DPPA). The reaction is heated to 75° C. for 5 h. After cooling to room temperature, Dibenzylamine (190.6 μl, 1 mmol) is added via syringe. The reaction is heated to 70° C. and stirred over night. Evaporation of the so... The reactants are C(C)(=O)OCC1=C(N2C(C(C2SC1)=[N+]=[N-])=O)C(=O)OC(C)(C)C (t-butyl 3-acetyloxymethyl-7-diazo-8-oxo-5-thia-1-azabicyclo[4.2.0]oct-2-ene-2-carboxylate), C(C)B(CC)CC (triethylborane). Solvent: C1CCOC1 (THF), C1CCOC1 (THF), C1CCOC1 (THF), C1CCOC1 (THF). Run at temperature -78 celsius. Yields the product C(C)(=O)OCC1=C(N2C(C(C2SC1)CC)=O)C(=O)OC(C)(C)C (t-Butyl 3-acetyloxymethyl-7α-ethyl-8-oxo-5-thia-1-azabicyclo[4.2.0]oct-2-ene-2-carboxylate). RXN SMILES: [C:1]([O:4][CH2:5][C:6]1[CH2:13][S:12][CH:11]2[N:8]([C:9](=[O:16])[C:10]2=[N+]=[N-])[C:7]=1[C:17]([O:19][C:20]([CH3:23])([CH3:22])[CH3:21])=[O:18])(=[O:3])[CH3:2].[CH2:24](B(CC)CC)[CH3:25]>C1COCC1>[C:1]([O:4][CH2:5][C:6]1[CH2:13][S:12][CH:11]2[N:8]([C:9](=[O:16])[CH:10]2[CH2:24][CH3:25])[C:7]=1[C:17]([O:19][C:20]([CH3:23])([CH3:22])[CH3:21])=[O:18])(=[O:3])[CH3:2]. Reported procedure: A 2 liter, 3-necked round bottom flask fitted with 2 dropping funnels was charged with 200 ml THF and cooled to -78° C. under N2. One dropping funnel was charged with a solution of 6.33 g (15.3 mM]t-butyl 3-acetyloxymethyl-7-diazo-8-oxo-5-thia-1-azabicyclo[4.2.0]oct-2-ene-2-carboxylate in 300 ml THF. The other funnel was charged with 32 ml 1M-triethylborane in THF, 1.2 ml H20, and 300 ml THF. The funnels were adjusted so their contents were added to the flask at 2.5 ml/min and the temperature of...